This data is from the Open Reaction Database (ORD), a public repository of structured organic reaction records. The task is: describe an organic reaction: reactants, conditions, products, and yield Starting materials: C(C)N1C2=CC=C(C=C2C=2C=C(C=CC12)C(=O)O)C(=O)O (9-ethylcarbazole-3,6-dicarboxylic acid), C(CCC)N(CCCCl)CCCC (3-dibutylaminopropylchloride). Reagents/catalysts: [Cl-].C(C1=CC=CC=C1)[N+](C)(C)C (benzyltrimethylammonium chloride). The product is Cl.Cl.C(C)N1C2=CC=C(C=C2C=2C=C(C=CC12)C(=O)OCCCN(CCCC)CCCC)C(=O)OCCCN(CCCC)CCCC (bis(3-dibutylaminopropyl) 9-ethylcarbazole-3,6-dicarboxylate dihydrochloride). As a reaction SMILES: [CH2:1]([N:3]1[C:15]2[CH:14]=[CH:13][C:12]([C:16]([OH:18])=[O:17])=[CH:11][C:10]=2[C:9]2[C:4]1=[CH:5][CH:6]=[C:7]([C:19]([OH:21])=[O:20])[CH:8]=2)[CH3:2].[CH2:22]([N:26]([CH2:31][CH2:32][CH2:33][CH3:34])[CH2:27][CH2:28][CH2:29][Cl:30])[CH2:23][CH2:24][CH3:25]>[Cl-].C([N+](C)(C)C)C1C=CC=CC=1>[ClH:30].[ClH:30].[CH2:1]([N:3]1[C:15]2[CH:14]=[CH:13][C:12]([C:16]([O:18][CH2:29][CH2:28][CH2:27][N:26]([CH2:31][CH2:32][CH2:33][CH3:34])[CH2:22][CH2:23][CH2:24][CH3:25])=[O:17])=[CH:11][C:10]=2[C:9]2[C:4]1=[CH:5][CH:6]=[C:7]([C:19]([O:21][CH2:29][CH2:28][CH2:27][N:26]([CH2:31][CH2:32][CH2:33][CH3:34])[CH2:22][CH2:23][CH2:24][CH3:25])=[O:20])[CH:8]=2)[CH3:2] |f:2.3,4.5.6|. Reported procedure: By the procedure of Example 2, one equivalent of 9-ethylcarbazole-3,6-dicarboxylic acid is allowed to react with two equivalents of 3-dibutylaminopropylchloride in the presence of a catalytic amount of benzyltrimethylammonium chloride to give the product. The reactants are ClC=1C=C(C=CC1Cl)CC(=O)N1CCC2=CC(=CC=C12)S(=O)(=O)N (1-(2-(3,4-dichlorophenyl)acetyl)indoline-5-sulfonamide), N1CCC2=CC(=CC=C12)S(=O)(=O)N (indoline-5-sulfonamide), N1CCC2=CC(=CC=C12)S(=O)(=O)N (indoline-5-sulfonamide), ClC1=CC=CC(=N1)C(=O)O (6-chloropicolinic acid). Procedure details: Following a procedure analogous to that for the synthesis of Intermediate 64, indoline-5-sulfonamide (Intermediate 54A, 300 mg, 1.51 mmol) and 6-chloropicolinic acid (262 mg, 1.66 mmol) were converted to the title compound (250 mg, 49%). 1H NMR (DMSO-d6) δ 8.69 (d, J=2.0 Hz, 1H), 8.15-8.13 (m, 2H), 7.72-7.67 (m, 3H), 7.27 (s, 2H), 4.11 (t, J=8.4 Hz, 2H), 3.17 (t, J=8.4 Hz, 2H); MS(ESI+) m/z 338.1 (M+H)+. Isolated yield 49.0%. Product: ClC1=CC=CC(=N1)C(=O)N1CCC2=CC(=CC=C12)S(=O)(=O)N (1-(6-Chloropicolinoyl)indoline-5-sulfonamide). RXN SMILES: Cl[C:2]1[CH:3]=[C:4]([CH2:9][C:10]([N:12]2[C:20]3[C:15](=[CH:16][C:17]([S:21]([NH2:24])(=[O:23])=[O:22])=[CH:18][CH:19]=3)[CH2:14][CH2:13]2)=[O:11])C=C[C:7]=1[Cl:8].[NH:25]1C2C(=CC(S(N)(=O)=O)=CC=2)CC1.ClC1N=C(C(O)=O)C=CC=1>>[Cl:8][C:7]1[N:25]=[C:9]([C:10]([N:12]2[C:20]3[C:15](=[CH:16][C:17]([S:21]([NH2:24])(=[O:23])=[O:22])=[CH:18][CH:19]=3)[CH2:14][CH2:13]2)=[O:11])[CH:4]=[CH:3][CH:2]=1. The reactants are C(C)(C)N(CC)C(C)C (diisopropylethylamine), C1(=CC=CC=C1)CS(=O)(=O)Cl (α-toluenesulfonyl chloride), NC1=CC=C(C(=O)NCCOC2=CC(=CC=C2)C#N)C=C1 (4-amino-N-[2-(3-cyanophenoxy)ethyl]benzamide), C(C)(=O)OCC (ethyl acetate). Run in CN(C=O)C (dimethylformamide). Conditions: time 13 hour. The product is C(#N)C=1C=C(OCCNC(C2=CC=C(C=C2)NS(=O)(=O)CC2=CC=CC=C2)=O)C=CC1 (N-[2-(3-cyanophenoxy)ethyl]-4-(phenylmethanesulfonylamino)benzamide). Reaction SMILES: [NH2:1][C:2]1[CH:21]=[CH:20][C:5]([C:6]([NH:8][CH2:9][CH2:10][O:11][C:12]2[CH:17]=[CH:16][CH:15]=[C:14]([C:18]#[N:19])[CH:13]=2)=[O:7])=[CH:4][CH:3]=1.C(N(C(C)C)CC)(C)C.[C:31]1([CH2:37][S:38](Cl)(=[O:40])=[O:39])[CH:36]=[CH:35][CH:34]=[CH:33][CH:32]=1.C(OCC)(=O)C>CN(C)C=O>[C:18]([C:14]1[CH:13]=[C:12]([CH:17]=[CH:16][CH:15]=1)[O:11][CH2:10][CH2:9][NH:8][C:6](=[O:7])[C:5]1[CH:20]=[CH:21][C:2]([NH:1][S:38]([CH2:37][C:31]2[CH:36]=[CH:35][CH:34]=[CH:33][CH:32]=2)(=[O:40])=[O:39])=[CH:3][CH:4]=1)#[N:19]. Procedure details: 670 mg (2.38 mmol) of 4-amino-N-[2-(3-cyanophenoxy)ethyl]benzamide was dissolved in 10 ml of dimethylformamide. 0.42 ml (2.38 mmol) of diisopropylethylamine and 454 mg (2.38 mmol) of α-toluenesulfonyl chloride were added to the solution at 0° C., and they were stirred for 13 hours. After the treatment with ethyl acetate as the extractant in an ordinary manner, the title compound was obtained. Starting materials: C(CCCCCCCCC)=O (caprinaldehyde), S(=O)(=O)(Cl)Cl (sulfuryl chloride). Solvent: C(Cl)Cl (methylene chloride). Conditions: time 2 hour. Product: ClC(C=O)CCCCCCCC (α-chlorocaprinaldehyde). Yield: 47.9%. Reaction SMILES: [CH:1](=[O:11])[CH2:2][CH2:3][CH2:4][CH2:5][CH2:6][CH2:7][CH2:8][CH2:9][CH3:10].S(Cl)([Cl:15])(=O)=O>C(Cl)Cl>[Cl:15][CH:2]([CH2:3][CH2:4][CH2:5][CH2:6][CH2:7][CH2:8][CH2:9][CH3:10])[CH:1]=[O:11]. Procedure: A mixture of 59 g of caprinaldehyde, 15 ml of methylene chloride and 52 g of sulfuryl chloride was stirred for 2 hours, refluxed for 1 hour and was then rectified to obtain 34.5 g of α-chlorocaprinaldehyde with a boiling point of 115°C at 12 mm Hg and a refractive index of nD27 = 1.4460. A mixture of 11.6 g of the said product, 10 g of ethyl γ-propargyl-β -ethoxy-crotonate and 42.2 ml of butyl lithium were reacted as in Step A of Example 2 to obtain 4.75 g of ethyl 3-oxo-8-hydroxy-9-chloro-6-hep... The reactants are C(#N)C=1C=CC2=C(N(CC(O2)(C)C)C2=CCCC2=O)C1 (6-cyano-3,4-dihydro-2,2-dimethyl-4-(5-oxo-1-cyclopenten-1-yl)-2H-1,4-benzoxazine), Cl.CON (methoxyamine hydrochloride). Run in N1=CC=CC=C1 (pyridine). Reaction conditions: time 8 hour. Product: C(#N)C=1C=CC2=C(N(CC(O2)(C)C)C2=CCCC2=NOC)C1 (6-cyano-3,4-dihydro-4-(5-methoxyimino-1-cyclopenten-1-yl)-2,2-dimethyl-2H-1,4-benzoxazine). Yield: 78.2%. RXN SMILES: [C:1]([C:3]1[CH:4]=[CH:5][C:6]2[O:11][C:10]([CH3:13])([CH3:12])[CH2:9][N:8]([C:14]3[C:18](=O)[CH2:17][CH2:16][CH:15]=3)[C:7]=2[CH:20]=1)#[N:2].Cl.[CH3:22][O:23][NH2:24]>N1C=CC=CC=1>[C:1]([C:3]1[CH:4]=[CH:5][C:6]2[O:11][C:10]([CH3:13])([CH3:12])[CH2:9][N:8]([C:14]3[C:18](=[N:24][O:23][CH3:22])[CH2:17][CH2:16][CH:15]=3)[C:7]=2[CH:20]=1)#[N:2] |f:1.2|. Reported procedure: In 3 ml of pyridine was dissolved 0.3 g of 6-cyano-3,4-dihydro-2,2-dimethyl-4-(5-oxo-1-cyclopenten-1-yl)-2H-1,4-benzoxazine followed by addition of 0.26 g of methoxyamine hydrochloride. The mixture was stirred at room temperature overnight and the solvent was then distilled off under reduced pressure. The residue was poured in water and extracted with ethyl acetate. The extract was washed with water and dried over anhydrous magnesium sulfate and the solvent was distilled Off under reduced pressu...